This data is from the Open Reaction Database (ORD), a public repository of structured organic reaction records. The task is: describe an organic reaction: reactants, conditions, products, and yield The reactants are Br.[N+](=O)([O-])C=1C=C(C=CC1)C=1N=C(SC1)N (4-(3-nitro-phenyl)-thiazol-2-ylamine hydrobromide), C1(=CC=CC=C1)CS(=O)(=O)Cl (phenylmethanesulfonyl chloride), Cl (hydrochloric acid). Run in N1=CC=CC=C1 (pyridine). Run at time 30 minute. The product is [N+](=O)([O-])C=1C=C(C=CC1)C=1N=C(SC1)NS(=O)(=O)CC1=CC=CC=C1 (N-[4-(3-nitro-phenyl)-thiazol-2-yl]-C-phenyl-methanesulfonamide). Yield: 9.7%. As a reaction SMILES: Br.[N+:2]([C:5]1[CH:6]=[C:7]([C:11]2[N:12]=[C:13]([NH2:16])[S:14][CH:15]=2)[CH:8]=[CH:9][CH:10]=1)([O-:4])=[O:3].[C:17]1([CH2:23][S:24](Cl)(=[O:26])=[O:25])[CH:22]=[CH:21][CH:20]=[CH:19][CH:18]=1.Cl>N1C=CC=CC=1>[N+:2]([C:5]1[CH:6]=[C:7]([C:11]2[N:12]=[C:13]([NH:16][S:24]([CH2:23][C:17]3[CH:22]=[CH:21][CH:20]=[CH:19][CH:18]=3)(=[O:26])=[O:25])[S:14][CH:15]=2)[CH:8]=[CH:9][CH:10]=1)([O-:4])=[O:3] |f:0.1|. Reported procedure: A mixture of 0.5 g of 4-(3-nitro-phenyl)-thiazol-2-ylamine hydrobromide with 0.35 g of phenylmethanesulfonyl chloride was stirred overnight with 2 ml of pyridine. The resulting, red colored suspension was poured into 30 ml of 1N hydrochloric acid and the solid which thereby separated was filtered off and dissolved in a mixture of 25 ml of ethanol and 20 ml of 2N sodium hydroxide solution. After the addition of 0.4 g of active charcoal the mixture was stirred at room temperature for 30 minutes an...